This data is from the Open Reaction Database (ORD), a public repository of structured organic reaction records. The task is: describe an organic reaction: reactants, conditions, products, and yield Starting materials: BrC1=C(C(=O)O)C=C(C=C1)C (2-bromo-5-methylbenzoic acid), BrC1=C(C=C(C=C1)Cl)COCOC (2-Bromo-5-chloro-1-(methoxymethoxymethyl)benzene). Product: BrC1=C(C=C(C=C1)C)COCOC (4-Bromo-3-(methoxymethoxymethyl)toluene). Reaction SMILES: [Br:1][C:2]1[CH:10]=[CH:9][C:8]([CH3:11])=[CH:7][C:3]=1[C:4](O)=[O:5].BrC1C=CC(Cl)=CC=1[CH2:20][O:21][CH2:22]OC>>[Br:1][C:2]1[CH:10]=[CH:9][C:8]([CH3:11])=[CH:7][C:3]=1[CH2:4][O:5][CH2:20][O:21][CH3:22]. Reported procedure: This compound was made from 2-bromo-5-methylbenzoic acid in the same manner as compound 18d: 1H NMR (300 MHz, DMSO-d6) δ (ppm) 2.27 (s, 3H), 3.30 (s, 3H), 4.51 (s, 2H), 4.68 (s, 2H), 7.05 (dd, J=7.9, 2.3 Hz, 1H), 7.30 (d, J=1.5 Hz, 1H), 7.46 (d, J=8.2 Hz, 1H).